Dataset: the Open Reaction Database (ORD), a public repository of structured organic reaction records. Task: describe an organic reaction: reactants, conditions, products, and yield Reactants: FC(C=1C=C(N)C=CC1)(F)F (3-(Trifluoromethyl)aniline), C(#CC(=O)OC)C(=O)OC (dimethyl acetylenedicarboxylate). Solvent: CO (methanol). Yields the product FC(C=1C=C(C=CC1)N/C(/C(=O)OC)=C/C(=O)OC)(F)F (Dimethyl 2-(3-(trifluoromethyl)phenylamino)maleate). As a reaction SMILES: [F:1][C:2]([F:11])([F:10])[C:3]1[CH:4]=[C:5]([CH:7]=[CH:8][CH:9]=1)[NH2:6].[C:12]([C:18]([O:20][CH3:21])=[O:19])#[C:13][C:14]([O:16][CH3:17])=[O:15]>CO>[F:1][C:2]([F:10])([F:11])[C:3]1[CH:4]=[C:5]([NH:6]/[C:13](=[CH:12]/[C:18]([O:20][CH3:21])=[O:19])/[C:14]([O:16][CH3:17])=[O:15])[CH:7]=[CH:8][CH:9]=1. Procedure details: 3-(Trifluoromethyl)aniline (10.0 g, 62.0 mmol) and dimethyl acetylenedicarboxylate (8.4 mL, 68.4 mmol) were dissolved in methanol (100 mL) and the mixture was refluxed for 2 hours. After cooling, the mixture was concentrated under reduced pressure and the residue was chromatographed on silica gel eluting with 0-30% ethyl acetate in hexane to afford the title compound. 1H NMR (300 MHz, CD3OD) δ ppm 3.71 (s, 3H), 3.73 (s, 3H), 5.49 (s, 1H), 7.16 (m, 2H), 7.36 (d, J=7.80 Hz, 1H), 7.48 (t, J=7.80 Hz...